From a dataset of the Open Reaction Database (ORD), a public repository of structured organic reaction records. describe an organic reaction: reactants, conditions, products, and yield Reactants: C1NCCC2=CC=CC=C12 (1,2,3,4-tetrahydroisoquinoline), C=O (formaldehyde), C=1C=C2C=CC=C3C2=C(C1)C(=O)NC3=O (1,8-naphthalimide). The solvent is CN(C=O)C (dimethylformamide). Product: C1N(CCC2=CC=CC=C12)CN1C(C2=CC=CC=3C2=C(C1=O)C=CC3)=O ((3,4-dihydro-2(1H)-isoquinolinylmethyl]-1H-benz[de]isoquinoline-1,3(2H)-dione). RXN SMILES: [CH2:1]1[C:10]2[C:5](=[CH:6][CH:7]=[CH:8][CH:9]=2)[CH2:4][CH2:3][NH:2]1.[CH2:11]=O.[CH:13]1[CH:14]=[C:15]2[C:20]3=[C:21]([C:23]([NH:25][C:26](=[O:27])[C:19]3=[CH:18][CH:17]=[CH:16]2)=[O:24])[CH:22]=1>CN(C)C=O>[CH2:1]1[C:10]2[C:5](=[CH:6][CH:7]=[CH:8][CH:9]=2)[CH2:4][CH2:3][N:2]1[CH2:11][N:25]1[C:26](=[O:27])[C:19]2[CH:18]=[CH:17][CH:16]=[C:15]3[C:20]=2[C:21](=[CH:22][CH:13]=[CH:14]3)[C:23]1=[O:24]. Procedure: An equimolar mixture of 1,2,3,4-tetrahydroisoquinoline, aqueous formaldehyde, and 1,8-naphthalimide is suspended in a small amount of dimethylformamide and the mixture is heated until dissolution is complete. The solution is allowed to stand at room temperature and the resulting precipitate is filtered off and dried to yield 2-[(3,4-dihydro-2(1H)-isoquinolinylmethyl]-1H-benz[de]isoquinoline-1,3(2H)-dione.